Dataset: the Open Reaction Database (ORD), a public repository of structured organic reaction records. Task: describe an organic reaction: reactants, conditions, products, and yield Starting materials: [Al+3], CCCCCC1CCC(CCc2ccc(OCCCC)c(C#N)c2C#N)CC1, [Cl-], [Cl-], [Cl-], [Cl-], [Na+], O. Yields the product CCCCCC1CCC(CCc2ccc(O)c(C#N)c2C#N)CC1. Reaction SMILES: [Al+3:30].[CH2:1]([CH2:2][CH2:3][CH2:4][CH3:5])[CH:6]1[CH2:7][CH2:8][CH:9]([CH2:12][CH2:13][c:14]2[c:15]([C:27]#[N:28])[c:16]([C:25]#[N:26])[c:17]([O:20][CH2:21][CH2:22][CH2:23][CH3:24])[cH:18][cH:19]2)[CH2:10][CH2:11]1.[Cl-:29].[Cl-:31].[Cl-:32].[Cl-:34].[Na+:33].[OH2:35]>>[CH2:1]([CH2:2][CH2:3][CH2:4][CH3:5])[CH:6]1[CH2:7][CH2:8][CH:9]([CH2:12][CH2:13][c:14]2[c:15]([C:27]#[N:28])[c:16]([C:25]#[N:26])[c:17]([OH:20])[cH:18][cH:19]2)[CH2:10][CH2:11]1.